describe an organic reaction: reactants, conditions, products, and yield From a dataset of the Open Reaction Database (ORD), a public repository of structured organic reaction records. The reactants are BrCc1ccccc1, O=C([O-])[O-], COc1c(C(=O)O)cccc1[N+](=O)[O-], [K+], [K+], CN(C)C=O. The product is COc1c(C(=O)OCc2ccccc2)cccc1[N+](=O)[O-]. RXN SMILES: [Br:1][CH2:2][c:3]1[cH:4][cH:5][cH:6][cH:7][cH:8]1.[C:9](=[O:10])([O-:11])[O-:12].[CH3:15][O:16][c:17]1[c:18]([C:19](=[O:20])[OH:21])[cH:22][cH:23][cH:24][c:25]1[N+:26](=[O:27])[O-:28].[K+:13].[K+:14].[O:29]=[CH:30][N:31]([CH3:32])[CH3:33]>>[CH2:2]([c:3]1[cH:4][cH:5][cH:6][cH:7][cH:8]1)[O:21][C:19]([c:18]1[c:17]([O:16][CH3:15])[c:25]([N+:26](=[O:27])[O-:28])[cH:24][cH:23][cH:22]1)=[O:20]. Starting materials: C1(=CC=CC=C1)C(C)C (Cumene), C1(CCC(=O)O1)=O (succinic anhydride), [Al+3].[Cl-].[Cl-].[Cl-] (AlCl3). Product: C(C)(C)C1=CC=C(C(=O)CCC(=O)O)C=C1 (3-(4-iso-Propylbenzoyl)-propionic acid). The yield is 83.0%. RXN SMILES: [C:1]1([CH:7]([CH3:9])[CH3:8])[CH:6]=[CH:5][CH:4]=[CH:3][CH:2]=1.[C:10]1(=[O:16])[O:15][C:13](=[O:14])[CH2:12][CH2:11]1.[Al+3].[Cl-].[Cl-].[Cl-]>>[CH:7]([C:1]1[CH:6]=[CH:5][C:4]([C:10]([CH2:11][CH2:12][C:13]([OH:15])=[O:14])=[O:16])=[CH:3][CH:2]=1)([CH3:9])[CH3:8] |f:2.3.4.5|. Procedure: Cumene 10d (99%, 4.8eq) was reacted with succinic anhydride (99%, 1 eq) and AlCl3 (95%, 2 eq) for 120 h according to the general procedure. Extractive purification of the crude product afforded white crystals of 11d were obtained in 83% yield. 1H-NMR: 7.92 (d, 2H, Ar--H); 7.32 (d, 2H, Ar--H); 3.30 (t, 2H, CH2CH2COOH); 2.97 (sept., 1H,CH(CH3)2); 2.81 (t, 2H, CH2CH2COOH); 1.27 (d, 6H, CH(CH3)2).